From a dataset of the Open Reaction Database (ORD), a public repository of structured organic reaction records. describe an organic reaction: reactants, conditions, products, and yield Starting materials: ice water, IC1=COC2=CC=CC=C2C1=O (3-iodochromone), N1C=CC=C1 (pyrrol), C([O-])([O-])=O.[K+].[K+] (potassium carbonate). Solvent: CN(C=O)C (dimethylformamide). Product: N1C(=CC=C1)C1=COC2=CC=CC=C2C1=O (3-pyrrolylchromone). Isolated yield 56.7%. RXN SMILES: I[C:2]1[C:11](=[O:12])[C:10]2[C:5](=[CH:6][CH:7]=[CH:8][CH:9]=2)[O:4][CH:3]=1.[NH:13]1[CH:17]=[CH:16][CH:15]=[CH:14]1.C(=O)([O-])[O-].[K+].[K+]>CN(C)C=O>[NH:13]1[CH:17]=[CH:16][CH:15]=[C:14]1[C:2]1[C:11](=[O:12])[C:10]2[C:5](=[CH:6][CH:7]=[CH:8][CH:9]=2)[O:4][CH:3]=1 |f:2.3.4|. Procedure details: To an eggplant type flask (25 ml), 3-iodochromone (136 mg) prepared in Example 1, pyrrol (134 mg), potassium carbonate (1382 mg), and dimethylformamide (15 ml) were added and the mixture was reacted at 80° C. for 20 hours with stirring. The reaction mixture was added to ice water and extracted with chloroform. The organic layer was dried over anhydrous sodium sulfate, and concentrated under reduced pressure. The residue was purified by the silica gel column chromatography, and the purified produ... Reactants: COC(CC1=C(C=CC=C1)Br)=O (Methyl(2-bromophenyl)acetate), C(=O)(O)C1=CC=C(C=C1)B(O)O (4-carboxybenzeneboronic acid), P(=O)([O-])([O-])[O-].[K+].[K+].[K+] (potassium phosphate). The reagents and catalysts are C1=CC=C(C=C1)P([C-]2C=CC=C2)C3=CC=CC=C3.C1=CC=C(C=C1)P([C-]2C=CC=C2)C3=CC=CC=C3.Cl[Pd]Cl.[Fe+2] ([1,1′-Bis(diphenylphosphino)ferrocene]dichloropalladium). The solvent is C1COCCO1 (4-dioxane). Conditions: temperature 100 celsius, time 17 hour. Product: COC(CC1=C(C=CC=C1)C1=CC=C(C=C1)C(=O)O)=O (2′-(2-Methoxy-2-oxoethyl)-1,1′-biphenyl-4-carboxylic acid). Yield: 118.7%. As a reaction SMILES: [CH3:1][O:2][C:3](=[O:12])[CH2:4][C:5]1[CH:10]=[CH:9][CH:8]=[CH:7][C:6]=1Br.[C:13]([C:16]1[CH:21]=[CH:20][C:19](B(O)O)=[CH:18][CH:17]=1)([OH:15])=[O:14].P([O-])([O-])([O-])=O.[K+].[K+].[K+]>C1OCCOC1.C1C=CC(P(C2C=CC=CC=2)[C-]2C=CC=C2)=CC=1.C1C=CC(P(C2C=CC=CC=2)[C-]2C=CC=C2)=CC=1.Cl[Pd]Cl.[Fe+2]>[CH3:1][O:2][C:3](=[O:12])[CH2:4][C:5]1[CH:10]=[CH:9][CH:8]=[CH:7][C:6]=1[C:19]1[CH:20]=[CH:21][C:16]([C:13]([OH:15])=[O:14])=[CH:17][CH:18]=1 |f:2.3.4.5,7.8.9.10|. Reported procedure: A mixture of methyl (2-bromophenyl)acetate of Step A (20.0 g, 87.3 mmol), 4-carboxybenzeneboronic acid (14.5 g, 87.4 mmol), [1,1′-bis(diphenylphosphino) ferrocene]dichloropalladium [II] (3.6 g, 4.4 mmol) and potassium phosphate (55.6 g, 262 mmol) in dry 4-dioxane (ca. 400 mL) was heated at 100° C. with vigorous stirring for 17 hours. The cooled mixture was then filtered through Celite and washed with 1,4-dioxane (ca. 200 mL). The filtrate was concentrated in vacuo to give a tacky brown solid (28... Reactants: C1CCNCC1, CCO, O=Cc1cc2ccccc2nc1Cl, Cl, O=C1CSC(=O)N1. Product: O=C1NC(=O)C(=Cc2cc3ccccc3nc2Cl)S1. As a reaction SMILES: [CH2:21]1[CH2:22][CH2:23][NH:24][CH2:25][CH2:26]1.[CH3:28][CH2:29][OH:30].[Cl:1][c:2]1[n:3][c:4]2[cH:5][cH:6][cH:7][cH:8][c:9]2[cH:10][c:11]1[CH:12]=[O:13].[ClH:27].[S:14]1[C:15](=[O:20])[NH:16][C:17](=[O:19])[CH2:18]1>>[Cl:1][c:2]1[n:3][c:4]2[cH:5][cH:6][cH:7][cH:8][c:9]2[cH:10][c:11]1[CH:12]=[C:18]1[S:14][C:15](=[O:20])[NH:16][C:17]1=[O:19]. Reactants: Cl (hydrochloric acid), CC1(N=C(OC1)C1=C(C=CC=C1)C1=CC=C(C=C1)CO)C (4,4-dimethyl-2-(4'-hydroxymethylbiphenyl-2-yl)oxazoline), Cl (hydrochloric acid). Run in C(C)O (ethanol). The product is OCC1=CC=C(C=C1)C1=CC=CC=C1 (2-(4'-hydroxymethylphenyl)benzene). The yield is 100.0%. As a reaction SMILES: CC1(C)COC([C:7]2[CH:12]=[CH:11][CH:10]=[CH:9][C:8]=2[C:13]2[CH:18]=[CH:17][C:16]([CH2:19][OH:20])=[CH:15][CH:14]=2)=N1.Cl>C(O)C>[OH:20][CH2:19][C:16]1[CH:17]=[CH:18][C:13]([C:8]2[CH:7]=[CH:12][CH:11]=[CH:10][CH:9]=2)=[CH:14][CH:15]=1. Procedure: 2.0 g (7.11 mmol) of 4,4-dimethyl-2-(4'-hydroxymethylbiphenyl-2-yl)oxazoline was dissolved in ethanol (30 ml). 2N hydrochloric acid (10 ml) was added thereto, followed by heating under reflux for 3 hours. After the reaction liquid was cooled and concentrated, a saturated aqueous solution of sodium hydrogencarbonate (100 ml) was added thereto, followed by the extraction with chloroform. After the organic phase was washed with water and dried, it was subjected to vacuum concentration. A 20% aqueou... Reactants: COC1=CC=C(C=C1)N1C=NC=C1 (1-(4-methoxyphenyl)imidazole), BrCCCCCCC (1-bromoheptane). Run in C1CCOC1 (THF). Yields the product [Br-].COC1=CC=C(C=C1)[N+]1=CN(C=C1)CCCCCCC (1-(4-methoxyphenyl)-3-heptyl imidazolium bromide). RXN SMILES: [CH3:1][O:2][C:3]1[CH:8]=[CH:7][C:6]([N:9]2[CH:13]=[CH:12][N:11]=[CH:10]2)=[CH:5][CH:4]=1.[Br:14][CH2:15][CH2:16][CH2:17][CH2:18][CH2:19][CH2:20][CH3:21]>C1COCC1>[Br-:14].[CH3:1][O:2][C:3]1[CH:8]=[CH:7][C:6]([N+:9]2[CH:13]=[CH:12][N:11]([CH2:15][CH2:16][CH2:17][CH2:18][CH2:19][CH2:20][CH3:21])[CH:10]=2)=[CH:5][CH:4]=1 |f:3.4|. Procedure details: According to the general synthesis procedure 5.7 mmol (1.00 g) 1-(4-methoxyphenyl)imidazole and 6.9 mmol (1.23 g, 1.1 ml) 1-bromoheptane are dissolved in 5 ml THF and heated for 18 h to 90° C.